This data is from the Open Reaction Database (ORD), a public repository of structured organic reaction records. The task is: describe an organic reaction: reactants, conditions, products, and yield Reactants: C(=O)(OC(C)(C)C)N[C@@H](CC1=CC=CC=C1)[C@@H]1C[C@H](C(O1)=O)CC1=CC(=C(C=C1)OC)OC (5(S)-[1(S)-(Boc-amino)-2-phenylethyl]-3(R)-[(3,4-dimethoxyphenyl)methyl]dihydrofuran-2-(3H)-one), [OH-].[Li+] (lithium hydroxide). Run in O (water), C(OC)COC (dimethoxyethane). Yields the product C(=O)(OC(C)(C)C)N[C@H]([C@H](C[C@H](C(=O)O)CC1=CC(=C(C=C1)OC)OC)O)CC1=CC=CC=C1 (5(S)-(Boc-Amino)-4(S)-hydroxy-6-phenyl-2(R)-[(3,4-dimethoxyphenyl)methyl]hexanoic acid). As a reaction SMILES: [C:1]([NH:8][C@H:9]([C@H:17]1[O:21][C:20](=[O:22])[C@H:19]([CH2:23][C:24]2[CH:29]=[CH:28][C:27]([O:30][CH3:31])=[C:26]([O:32][CH3:33])[CH:25]=2)[CH2:18]1)[CH2:10][C:11]1[CH:16]=[CH:15][CH:14]=[CH:13][CH:12]=1)([O:3][C:4]([CH3:7])([CH3:6])[CH3:5])=[O:2].[OH-:34].[Li+]>C(COC)OC.O>[C:1]([NH:8][C@@H:9]([CH2:10][C:11]1[CH:16]=[CH:15][CH:14]=[CH:13][CH:12]=1)[C@@H:17]([OH:21])[CH2:18][C@@H:19]([CH2:23][C:24]1[CH:29]=[CH:28][C:27]([O:30][CH3:31])=[C:26]([O:32][CH3:33])[CH:25]=1)[C:20]([OH:22])=[O:34])([O:3][C:4]([CH3:7])([CH3:5])[CH3:6])=[O:2] |f:1.2|. Procedure details: In analogy with Example 44d), 778 mg of 5(S)-[1(S)-(Boc-amino)-2-phenylethyl]-3(R)-[(3,4-dimethoxyphenyl)methyl]dihydrofuran-2-(3H)-one in 27.67 ml of dimethoxyethane and 13.91 ml of water are hydrolysed with 6.83 ml of 1M lithium hydroxide solution to give the title compound, which is subjected directly to further processing. TLC Rf (C)=0.07. Starting materials: Cc1cnc(C)c(Oc2ccc(O)cc2)n1, CCOC(C)=O, CN(C)C=O, CCCCCC, ClCn1cnc(Cl)c1Cl, [H-], [Na+]. Product: Cc1cnc(C)c(Oc2ccc(OCn3cnc(Cl)c3Cl)cc2)n1. As a reaction SMILES: [CH3:1][c:2]1[c:3]([O:9][c:10]2[cH:11][cH:12][c:13]([OH:16])[cH:14][cH:15]2)[n:4][c:5]([CH3:8])[cH:6][n:7]1.[CH3:28][CH2:29][O:30][C:31](=[O:32])[CH3:33].[CH3:34][N:35]([CH3:36])[CH:37]=[O:38].[CH3:39][CH2:40][CH2:41][CH2:42][CH2:43][CH3:44].[Cl:19][CH2:20][n:21]1[cH:22][n:23][c:24]([Cl:27])[c:25]1[Cl:26].[H-:17].[Na+:18]>>[CH3:1][c:2]1[c:3]([O:9][c:10]2[cH:11][cH:12][c:13]([O:16][CH2:20][n:21]3[cH:22][n:23][c:24]([Cl:27])[c:25]3[Cl:26])[cH:14][cH:15]2)[n:4][c:5]([CH3:8])[cH:6][n:7]1. Reactants: O=C([O-])[O-], Cc1ccc(S(=O)(=O)OCC2CN(Cc3ccccc3)CCC2O)cc1, CCOC(C)=O, CN(C)C=O, Oc1ccccc1F, [K+], [K+], O. Product: OC1CCN(Cc2ccccc2)CC1COc1ccccc1F. Reaction SMILES: [C:27](=[O:28])([O-:29])[O-:30].[CH2:1]([c:2]1[cH:3][cH:4][cH:5][cH:6][cH:7]1)[N:8]1[CH2:9][CH:10]([CH2:15][O:16][S:17]([c:18]2[cH:19][cH:20][c:21]([CH3:22])[cH:23][cH:24]2)(=[O:25])=[O:26])[CH:11]([OH:14])[CH2:12][CH2:13]1.[CH3:34][CH2:35][O:36][C:37](=[O:38])[CH3:39].[CH3:48][N:49]([CH3:50])[CH:51]=[O:52].[F:40][c:41]1[c:42]([OH:47])[cH:43][cH:44][cH:45][cH:46]1.[K+:31].[K+:32].[OH2:33]>>[CH2:1]([c:2]1[cH:3][cH:4][cH:5][cH:6][cH:7]1)[N:8]1[CH2:9][CH:10]([CH2:15][O:16][c:42]2[c:41]([F:40])[cH:46][cH:45][cH:44][cH:43]2)[CH:11]([OH:14])[CH2:12][CH2:13]1. Solvent: C(=O)O (formic acid). Yield: 41.3%. As a reaction SMILES: [Cl:1][CH2:2][CH2:3][NH:4][C:5]([N:7]([CH2:17][CH2:18][CH2:19][CH3:20])[CH:8]1[O:14][C@H:13]([CH2:15][OH:16])[C@@H:11]([OH:12])[C@H:9]1[OH:10])=[O:6].[N:21]([O-])=[O:22].[Na+]>C(O)=O>[Cl:1][CH2:2][CH2:3][N:4]([N:21]=[O:22])[C:5]([N:7]([CH2:17][CH2:18][CH2:19][CH3:20])[CH:8]1[O:14][C@H:13]([CH2:15][OH:16])[C@@H:11]([OH:12])[C@H:9]1[OH:10])=[O:6] |f:1.2|. Reaction conditions: time 1 hour. Product: ClCCN(C(=O)N(C1[C@H](O)[C@H](O)[C@H](O1)CO)CCCC)N=O (1-(2-chloroethyl)-1-nitroso-3-n-butyl-3-D-ribofuranosylurea). Procedure: 3.1 g of 1-(2-chloroethyl)-3-n-butyl-3-D-ribofuranosylurea are dissolved in 10 ml of formic acid, and 1.5 g of sodium nitrite are added gradually thereto at 0° to 5° C. for one hour under stirring. The mixture is further stirred at the same temperature for one hour. After the reaction, the mixture is treated in the same manner as described in Example 5-(2). 1.4 g of 1-(2-chloroethyl)-1-nitroso-3-n-butyl-3-D-ribofuranosylurea are thereby obtained as yellow caramel. Starting materials: ClCCNC(=O)N(C1[C@H](O)[C@H](O)[C@H](O1)CO)CCCC (1-(2-chloroethyl)-3-n-butyl-3-D-ribofuranosylurea), N(=O)[O-].[Na+] (sodium nitrite). The reactants are CC1=CC=C(C=C1)C(C#N)C(C)=O (2-(4-methylphenyl)-3-oxo-butyronitrile), C(C)O (ethanol), C(C)OC(CNN)OCC (2,2-diethoxyethylhydrazine), Cl (hydrogen chloride). Run in O1CCOCC1 (dioxane), C(C)OCC (diethyl ether). Yields the product CC1=CC=C(C=C1)C1=C2N(N=C1C)C=CN2 (7-(4-Methylphenyl)-6-methyl-1H-imidazo[1,2-b]pyrazole). The yield is 72.3%. Reaction SMILES: [CH3:1][C:2]1[CH:7]=[CH:6][C:5]([CH:8]([C:11](=O)[CH3:12])[C:9]#[N:10])=[CH:4][CH:3]=1.C(O)C.C(O[CH:20](OCC)[CH2:21][NH:22][NH2:23])C.Cl>O1CCOCC1.C(OCC)C>[CH3:1][C:2]1[CH:7]=[CH:6][C:5]([C:8]2[C:11]([CH3:12])=[N:23][N:22]3[CH:21]=[CH:20][NH:10][C:9]=23)=[CH:4][CH:3]=1. Procedure details: A mixture of 1.7 g of 2-(4-methylphenyl)-3-oxo-butyronitrile, 20 ml of ethanol and 1.5 g of 2,2-diethoxyethylhydrazine was heated under reflux for 7 hours. At the end of this time, 30 ml of 4N hydrogen chloride in dioxane were added, and then the whole mixture was heated under reflux for a further 30 minutes. After the mixture had been cooled, diethyl ether was added to precipitate crystals. These were collected by filtration and partitioned between ethyl acetate and dilute aqueous ammonia. The ... Reactants: ClC1=C(C(=O)O)C=C(C(=C1C)Cl)O (2,4-Dichloro-5-hydroxy-3-methylbenzoic acid), [N+](=O)(O)[O-] (HNO3). Solvent: C[N+](=O)[O-] (CH3NO2). Conditions: time 4 hour. Product: ClC1=C(C(=C(C(=O)O)C(=C1C)Cl)[N+](=O)[O-])O (4,6-Dichloro-3-hydroxy-5-methyl-2-nitrobenzoic acid). The yield is 72.4%. As a reaction SMILES: [Cl:1][C:2]1[C:10]([CH3:11])=[C:9]([Cl:12])[C:8]([OH:13])=[CH:7][C:3]=1[C:4]([OH:6])=[O:5].[N+:14]([O-])([OH:16])=[O:15]>C[N+]([O-])=O>[Cl:12][C:9]1[C:10]([CH3:11])=[C:2]([Cl:1])[C:3]([C:4]([OH:6])=[O:5])=[C:7]([N+:14]([O-:16])=[O:15])[C:8]=1[OH:13]. Procedure: 2,4-Dichloro-5-hydroxy-3-methylbenzoic acid (90 mg, 0.41 mmol) was mixed with CH3NO2 (9 mL) and heated to 40 --C. To the solution was added HNO3 (20 μL, 90%, 0.43 mmol) and the reaction mixture was stirred at room temperature for 4 h. Evaporation of the solvent followed by vacuum-drying over KOH gave 112 mg of a crude product. Purification by flash column chromatography (SiO2, EtOAc-HOAc 30:1) afforded 79 mg of the title compound. Mp: 199° C. (dec); 1H NMR (DMSO-d6): δ 2.45 (s, 3H); 13C NMR (DMS... The yield is 83.0%. Reported procedure: Cuprous iodide (325 mg; 1.7 mmoles) was weighed into a 50 ml flask, and the inside atmosphere of the flask was purged with argon. Anhydrous ether (20 ml) was added, and then 687 mg (3.4 mmoles; 0.85 ml) of tri-n-butylphosphine was added at room temperature. The mixture was stirred for 10 minutes. It was then cooled to -78° C., and 1.14 ml (1.7 mmoles) of n-butyllithium (as a 1.49 M hexane solution) was slowly added dropwise. The mixture was stirred at -78° C. for 15 minutes, and 194 mg (1.7 mmol... The reactants are Cuprous iodide, C(CCC)[Li] (n-butyllithium), C1(C=CCC1)=O (2-cyclopentenone), C(CCC)P(CCCC)CCCC (tri-n-butylphosphine), C(C1=CC=CC=C1)=O (benzaldehyde), [Cl-].[NH4+] (ammonium chloride). Reaction SMILES: C(P(CCCC)CCCC)CCC.[CH2:14]([Li])[CH2:15][CH2:16][CH3:17].[C:19]1(=[O:24])[CH2:23][CH2:22][CH:21]=[CH:20]1.[CH:25](=[O:32])[C:26]1[CH:31]=[CH:30][CH:29]=[CH:28][CH:27]=1.[Cl-].[NH4+]>CCOCC.O1CCCC1.CCCCCC>[CH2:14]([C:21]1[CH2:22][CH2:23][C:19](=[O:24])[C:20]=1[CH:25]([C:26]1[CH:31]=[CH:30][CH:29]=[CH:28][CH:27]=1)[OH:32])[CH2:15][CH2:16][CH3:17] |f:4.5|. The solvent is O1CCCC1 (tetrahydrofuran), CCCCCC (hexane), CCOCC (ether), O1CCCC1 (tetrahydrofuran). Yields the product C(CCC)C1=C(C(CC1)=O)C(O)C1=CC=CC=C1 (3-n-butyl-2-(phenylhydroxymethyl)cyclopentenone). Run at temperature -78 celsius, time 10 minute. Reactants: C(CCC)N1C(NC(C=2N(C=NC12)CCCC)=O)=O (3,7-dibutylxanthine), BrCCCP(OCC)(=O)OCC (diethyl 3-bromopropanephosphonate). Yields the product C(CCC)N1C(N(C(C=2N(C=NC12)CCCC)=O)CCCP(OCC)(OCC)=O)=O (Diethyl [3-(3,7-dibutylxanthin-1-yl)propyl]phosphonate). As a reaction SMILES: [CH2:1]([N:5]1[C:13]2[N:12]=[CH:11][N:10]([CH2:14][CH2:15][CH2:16][CH3:17])[C:9]=2[C:8](=[O:18])[NH:7][C:6]1=[O:19])[CH2:2][CH2:3][CH3:4].Br[CH2:21][CH2:22][CH2:23][P:24]([O:29][CH2:30][CH3:31])(=[O:28])[O:25][CH2:26][CH3:27]>>[CH2:1]([N:5]1[C:13]2[N:12]=[CH:11][N:10]([CH2:14][CH2:15][CH2:16][CH3:17])[C:9]=2[C:8](=[O:18])[N:7]([CH2:21][CH2:22][CH2:23][P:24](=[O:28])([O:29][CH2:30][CH3:31])[O:25][CH2:26][CH3:27])[C:6]1=[O:19])[CH2:2][CH2:3][CH3:4]. Procedure details: The title substance was prepared from 0.02 mol of 3,7-dibutylxanthine and 0.022 mol of diethyl 3-bromopropanephosphonate analogously to Example 23 and chromatographed on silica gel (eluent: dichloromethane/methanol 20:1).